Dataset: the Open Reaction Database (ORD), a public repository of structured organic reaction records. Task: describe an organic reaction: reactants, conditions, products, and yield As a reaction SMILES: [Br:1][C:2]1=[CH:3][CH2:4][CH:5]([NH:10][C:11]([O:12][CH2:13][c:14]2[cH:15][cH:16][cH:17][cH:18][cH:19]2)=[O:20])[C:6](=[O:9])[NH:7][CH2:8]1.[C:43]([O-:44])(=[O:45])[CH3:46].[C:48]([O-:49])(=[O:50])[CH3:51].[CH3:37][N:38]([CH3:39])[CH:40]=[O:41].[Na+:31].[Na+:32].[O-:33][C:34](=[O:35])[O-:36].[OH2:42].[OH:21][c:22]1[cH:23][cH:24][c:25]([B:28]([OH:29])[OH:30])[cH:26][cH:27]1.[Pd+2:47]>>[C:2]1([c:25]2[cH:24][cH:23][c:22]([OH:21])[cH:27][cH:26]2)=[CH:3][CH2:4][CH:5]([NH:10][C:11]([O:12][CH2:13][c:14]2[cH:15][cH:16][cH:17][cH:18][cH:19]2)=[O:20])[C:6](=[O:9])[NH:7][CH2:8]1. Reactants: O=C(NC1CC=C(Br)CNC1=O)OCc1ccccc1, CC(=O)[O-], CC(=O)[O-], CN(C)C=O, [Na+], [Na+], O=C([O-])[O-], O, OB(O)c1ccc(O)cc1, [Pd+2]. The product is O=C(NC1CC=C(c2ccc(O)cc2)CNC1=O)OCc1ccccc1.